The task is: describe an organic reaction: reactants, conditions, products, and yield. This data is from the Open Reaction Database (ORD), a public repository of structured organic reaction records. RXN SMILES: C1(N2CCN(CCCCCC([NH:20][C:21]3[CH:22]=[C:23](OC)[CH:24]=[C:25]4[C:30]=3[N:29]=[CH:28][CH:27]=[C:26]4[CH3:31])=O)CC2)CCCCC1.[Cl-].[Al+3].[Cl-].[Cl-].[H-].[Al+3].[Li+].[H-].[H-].[H-].[OH-].[Na+]>O1CCCC1.O>[CH3:31][C:26]1[C:25]2[C:30](=[C:21]([NH2:20])[CH:22]=[CH:23][CH:24]=2)[N:29]=[CH:28][CH:27]=1 |f:1.2.3.4,5.6.7.8.9.10,11.12|. Reactants: [OH-].[Na+] (sodium hydroxide), [H-].[Al+3].[Li+].[H-].[H-].[H-] (lithium aluminum hydride), [Cl-].[Al+3].[Cl-].[Cl-] (aluminum chloride), starting material, [Cl-].[Al+3].[Cl-].[Cl-] (aluminum chloride), [H-].[Al+3].[Li+].[H-].[H-].[H-] (lithium aluminum hydride), C1(CCCCC1)N1CCN(CC1)CCCCCC(=O)NC=1C=C(C=C2C(=CC=NC12)C)OC (4-cyclohexyl-N-(6-methoxy-4-methyl-8-quinolinyl)-1-piperazinehexanamide). Reported procedure: A mixture of 2.6 g of crude 4-cyclohexyl-N-(6-methoxy-4-methyl-8-quinolinyl)-1-piperazinehexanamide in 100 ml of tetrahydrofuran was filtered to remove 0.3 g of white insoluble material. The filtrate, now containing 2.3 g (0.005 mole) of starting material was added dropwise to a cold (-20°) mixture of aluminum chloride and lithium aluminum hydride which had been prepared by adding a cold (-40°) slurry of 1.1 g (0.008 mole) of aluminum chloride in 75 ml of tetrahydrofuran to an equally cold suspe... The solvent is O (water), O1CCCC1 (tetrahydrofuran), O1CCCC1 (tetrahydrofuran), O1CCCC1 (tetrahydrofuran). Isolated yield 99.0%. The product is CC1=CC=NC2=C(C=CC=C12)N (4-methyl-8-quinolinamine). Reaction conditions: time 3 hour. The reactants are NC1=C(C(=CC=C1OC)OC)C(C)=O (2'-amino-3',6'-dimethoxyacetophenone), BrCCC(=O)OCC (ethyl 3-bromopropionate), C(=O)(O)[O-].[Na+] (NaHCO3). The solvent is C(C)N(CC)CC (Triethylamine). Conditions: temperature 10 celsius, time 2 hour. Yields the product C(=O)(OCC)CCNC1=C(C(=CC=C1OC)OC)C(C)=O (2'-(N-2-Carbethoxyethylamino)-3',6'-dimethoxyacetophenone). As a reaction SMILES: [NH2:1][C:2]1[C:7]([O:8][CH3:9])=[CH:6][CH:5]=[C:4]([O:10][CH3:11])[C:3]=1[C:12](=[O:14])[CH3:13].Br[CH2:16][CH2:17][C:18]([O:20][CH2:21][CH3:22])=[O:19].C([O-])(O)=O.[Na+]>C(N(CC)CC)C>[C:18]([CH2:17][CH2:16][NH:1][C:2]1[C:7]([O:8][CH3:9])=[CH:6][CH:5]=[C:4]([O:10][CH3:11])[C:3]=1[C:12](=[O:14])[CH3:13])([O:20][CH2:21][CH3:22])=[O:19] |f:2.3|. Reported procedure: Triethylamine (19.4 g, 192 mM) was added to a mixture of 2'-amino-3',6'-dimethoxyacetophenone (2.5 g, 128 mM) and ethyl 3-bromopropionate (139 g, 770 mM) in a 250 mL flask. The pale solid complex so formed was stirred at 135° for 2 hours with a large and heavy stirring bar. During this time the complex became a homogeneous brown oil. This oil was cooled to 10° C. and 200 mL of 2% NaHCO3 was added to the reaction mixture. The solution was then extracted with CHCl3 (3×100 mL) and the organic layer... The reactants are BrCC1=C(C=C(C=C1F)C=1C(=CC=CC1)C#N)F (4′-(bromomethyl)-3′,5′-difluorobiphenyl-2-carbonitrile), O=C(CC(=O)OC)CCCC (methyl 3-oxoheptanoate), [H-].[Na+] (sodium hydride). Solvent: O1CCCC1 (tetrahydrofuran), O1CCCC1 (tetrahydrofuran). Run at time 30 minute. The product is C(#N)C1=C(C=CC=C1)C1=CC(=C(C(=C1)F)CC(C(=O)OC)C(CCCC)=O)F (methyl 2-[(2′-cyano-3,5-difluorobiphenyl-4-yl)methyl]-3-oxoheptanoate). The yield is 97.6%. As a reaction SMILES: [O:1]=[C:2]([CH2:8][CH2:9][CH2:10][CH3:11])[CH2:3][C:4]([O:6][CH3:7])=[O:5].[H-].[Na+].Br[CH2:15][C:16]1[C:21]([F:22])=[CH:20][C:19]([C:23]2[C:24]([C:29]#[N:30])=[CH:25][CH:26]=[CH:27][CH:28]=2)=[CH:18][C:17]=1[F:31]>O1CCCC1>[C:29]([C:24]1[CH:25]=[CH:26][CH:27]=[CH:28][C:23]=1[C:19]1[CH:18]=[C:17]([F:31])[C:16]([CH2:15][CH:3]([C:2](=[O:1])[CH2:8][CH2:9][CH2:10][CH3:11])[C:4]([O:6][CH3:7])=[O:5])=[C:21]([F:22])[CH:20]=1)#[N:30] |f:1.2|. Reported procedure: A solution of methyl 3-oxoheptanoate (6 g) in tetrahydrofuran (50 mL) was added to a mixture of sodium hydride (1 g) and tetrahydrofuran (50 mL) at room temperature, and the mixture was stirred at room temperature for 30 min. And then, 4′-(bromomethyl)-3′,5′-difluorobiphenyl-2-carbonitrile (5.9 g) was added to the reaction mixture, and the reaction mixture was stirred at room temperature for 3 days. The reaction mixture was concentrated, the residue was extracted with 5% aqueous potassium hydrog... Reactants: CC1=NC(=CC=C1)C (2,6-dimethyl pyridine), BrC=1C=C(C=O)C=CC1 (3-bromobenzaidehyde). The solvent is C(C)(=O)OC(C)=O (acetic anhydride). Product: BrC=1C=C(C=CC1)C=CC1=NC(=CC=C1)C (2-[2-(3-Bromophenyl)-vinyl]-6-methyl-pyridine). Isolated yield 7.7%. As a reaction SMILES: [CH3:1][C:2]1[CH:7]=[CH:6][CH:5]=[C:4]([CH3:8])[N:3]=1.[Br:9][C:10]1[CH:11]=[C:12]([CH:15]=[CH:16][CH:17]=1)[CH:13]=O>C(OC(=O)C)(=O)C>[Br:9][C:10]1[CH:11]=[C:12]([CH:13]=[CH:1][C:2]2[CH:7]=[CH:6][CH:5]=[C:4]([CH3:8])[N:3]=2)[CH:15]=[CH:16][CH:17]=1. Procedure: A solution of 24 ml (200 mMol) of 2,6-dimethyl pyridine and 25.6 ml (207 mMol) of 3-bromobenzaidehyde in 38 ml of acetic anhydride is heated under reflux for 7.5 hours. The acetic anhydride is then evaporated in vacuo, and the residue is dissolved in 500 ml of 4N hydrochloric acid and twice extracted with 200 ml each of hexane. The water phase is then extracted four times with 300 ml each of tert.-butyl methyl ether. The combined organic phases are washed twice with 300 ml each of a saturated so... The reactants are CC=1N=CN(C1)C1=CC=C(C(=O)O)C=C1 (4-(4-methylimidazol-1-yl)benzoic acid), C(C(=O)Cl)(=O)Cl (oxalyl chloride). Reagents/catalysts: CN(C=O)C (dimethylformamide). Run in ClCCl (dichloromethane). Reaction conditions: time 18 hour. Yields the product CC=1N=CN(C1)C1=CC=C(C(=O)Cl)C=C1 (4-(4-methylimidazol-1-yl)benzoyl chloride). Isolated yield 117.3%. Reaction SMILES: [CH3:1][C:2]1[N:3]=[CH:4][N:5]([C:7]2[CH:15]=[CH:14][C:10]([C:11](O)=[O:12])=[CH:9][CH:8]=2)[CH:6]=1.C(Cl)(=O)C([Cl:19])=O>ClCCl.CN(C)C=O>[CH3:1][C:2]1[N:3]=[CH:4][N:5]([C:7]2[CH:15]=[CH:14][C:10]([C:11]([Cl:19])=[O:12])=[CH:9][CH:8]=2)[CH:6]=1. Procedure details: To a suspension of 4-(4-methylimidazol-1-yl)benzoic acid (0.80 g) in dichloromethane (25 ml) was added oxalyl chloride (0.50 g) and one drop of dimethylformamide. The mixture was stirred at room temperature for 18 hours and the volatile material was removed under reduced pressure to yield 4-(4-methylimidazol-1-yl)benzoyl chloride (1.02 g), which was utilized without further purification. The reactants are C(C)OC(=O)C1=C(C=2N(N(C1=O)CC1=C(C=CC=C1)Cl)C=CC2)O (1-(2-chloro-benzyl)-4-hydroxy-2-oxo-1,2-dihydro-pyrrolo[1,2-b]pyridazine-3-carboxylic acid ethyl ester), NCC(=O)[O-].[Na+] (sodium glycinate). Product: ClC1=C(CN2N3C(C(=C(C2=O)C(=O)NCC(=O)O)O)=CC=C3)C=CC=C1 ({[1-(2-Chloro-benzyl)-4-hydroxy-2-oxo-1,2-dihydro-pyrrolo[1,2-b]pyridazine-3-carbonyl]-amino}-acetic acid). RXN SMILES: C(O[C:4]([C:6]1[C:11](=[O:12])[N:10]([CH2:13][C:14]2[CH:19]=[CH:18][CH:17]=[CH:16][C:15]=2[Cl:20])[N:9]2[CH:21]=[CH:22][CH:23]=[C:8]2[C:7]=1[OH:24])=[O:5])C.[NH2:25][CH2:26][C:27]([O-:29])=[O:28].[Na+]>>[Cl:20][C:15]1[CH:16]=[CH:17][CH:18]=[CH:19][C:14]=1[CH2:13][N:10]1[C:11](=[O:12])[C:6]([C:4]([NH:25][CH2:26][C:27]([OH:29])=[O:28])=[O:5])=[C:7]([OH:24])[C:8]2=[CH:23][CH:22]=[CH:21][N:9]12 |f:1.2|. Procedure details: Prepared according to the glycinolysis condition used in Example 1 step d) from 1-(2-chloro-benzyl)-4-hydroxy-2-oxo-1,2-dihydro-pyrrolo[1,2-b]pyridazine-3-carboxylic acid ethyl ester (1.0 eq.) and sodium glycinate (15 eq.). ESI (m/z): 376 (M+H)+. The reactants are polyester, glycol, C(C)(=O)[O-].[Pb+2].C(C)(=O)[O-] (lead acetate), solution, C1(CCCO1)=O (γ-butyrolactone), C(C1=CC=C(C(=O)O)C=C1)(=O)O (terephthalic acid), OCC(O)CO (glycerol), 22. Reagents/catalysts: CCCC[O-].CCCC[O-].CCCC[O-].CCCC[O-].[Ti+4] (butyl titanate). The product is C1=CC2=C(C=C1C(=O)O)C(=O)OC2=O (trimellitic acid anhydride). RXN SMILES: [C:1]([OH:12])(=[O:11])[C:2]1[CH:10]=[CH:9][C:5]([C:6]([OH:8])=[O:7])=[CH:4][CH:3]=1.[OH:13][CH2:14]C(CO)O.C([O-])(=O)C.[Pb+2].C([O-])(=O)C.C1(=O)OCCC1>CCCC[O-].CCCC[O-].CCCC[O-].CCCC[O-].[Ti+4]>[CH:9]1[C:5]([C:6]([OH:8])=[O:7])=[CH:4][C:3]2[C:14]([O:11][C:1](=[O:12])[C:2]=2[CH:10]=1)=[O:13] |f:2.3.4,6.7.8.9.10|. Procedure: 275 g of a polyester of 1.0 mol of terephthalic acid, 0.38 mol of glycerol and 0.72 mol of glycol having a hydroxyl group content of about 6.0% by weight and catalytic quantities of lead acetate and butyl titanate at 150° C. After a final condensation for from 4 to 6 hours at from 200° to 220° C., 2724 g of a clear, pale reddish brown, brittle, solid resin having a resin content of 90.3% (according to DIN) and a viscosity of 22 070 mPa s as determined in a 50% solution of γ-butyrolactone at 20° ... Conditions: temperature 100 celsius. RXN SMILES: [CH3:1][O:2][CH2:3][C:4](=O)[CH2:5][C:6]([O:8][CH3:9])=[O:7].[F:11][C:12]1[CH:19]=[CH:18][C:15]([CH:16]=O)=[CH:14][CH:13]=1.[NH2:20][C:21]([NH2:23])=[O:22].[O-]S(C(F)(F)F)(=O)=O.[Yb+3].[O-]S(C(F)(F)F)(=O)=O.[O-]S(C(F)(F)F)(=O)=O>C1(C)C=CC=CC=1.O>[F:11][C:12]1[CH:19]=[CH:18][C:15]([CH:16]2[C:5]([C:6]([O:8][CH3:9])=[O:7])=[C:4]([CH2:3][O:2][CH3:1])[NH:23][C:21](=[O:22])[NH:20]2)=[CH:14][CH:13]=1 |f:3.4.5.6|. Isolated yield 100.0%. Starting materials: COCC(CC(=O)OC)=O (Methyl 4-(methyloxy)-3-oxobutanoate), [O-]S(=O)(=O)C(F)(F)F.[Yb+3].[O-]S(=O)(=O)C(F)(F)F.[O-]S(=O)(=O)C(F)(F)F (ytterbium triflate), FC1=CC=C(C=O)C=C1 (4-Fluorobenzaldehyde), NC(=O)N (urea). Procedure: Methyl 4-(methyloxy)-3-oxobutanoate (2.0 g, 13.69 mmol, 1 equiv), 4-Fluorobenzaldehyde (1.7 g, 13.69 mmol, 1 equiv), urea (1.64 g, 27.34 mmol, 2 equiv), and ytterbium triflate (854 mg, 1.37 mmol, 0.1 equiv) were combined in Toluene (3 mL) and heated to 100° C. in a sealed tube for three hours. The residue was diluted with 10 mL of water and extracted with EtOAc (10 mL). The organic layer was washed with brine and concentrated en vacuo to yield 4.03 g of the title compound as a light yellow oil (... Yields the product FC1=CC=C(C=C1)C1NC(NC(=C1C(=O)OC)COC)=O (methyl 4-(4-fluorophenyl)-6-[(methyloxy)methyl]-2-oxo-1,2,3,4-tetrahydro-5-pyrimidinecarboxylate). The solvent is C1(=CC=CC=C1)C (Toluene), O (water).